This data is from the Open Reaction Database (ORD), a public repository of structured organic reaction records. The task is: describe an organic reaction: reactants, conditions, products, and yield Reactants: intermediate, C(#N)C1=CC=C(C=C1)B(O)O (4-cyanophenylboronic acid), Pd[(C6H5)3P]4, C(=O)([O-])[O-].[Na+].[Na+] (Na2CO3), C(C)O (ethanol), C1(=CC=CC=C1)C (toluene), FC=1C=C(C=C(C1)F)C1=C(N=C2N(C1=O)C=CS2)C (6-(3,5-Difluorophenyl)-7-methyl-5H-[1,3]thiazolo[3,2-a]pyrimidin-5-one). The solvent is O (water). The product is CC=1N=C2SC3=C(N2C(C1C1=CC=C(C#N)C=C1)=O)C=CC=C3 (4-(2-Methyl-4-oxo-4H-pyrimido[2,1-b][1,3]-benzothiazol-3-yl)benzo-nitrile). As a reaction SMILES: [C:1]([C:3]1[CH:8]=[CH:7][C:6](B(O)O)=[CH:5][CH:4]=1)#[N:2].C([O-])([O-])=O.[Na+].[Na+].C(O)C.FC1C=C([C:29]2[C:34](=[O:35])[N:33]3[CH:36]=[CH:37][S:38][C:32]3=[N:31][C:30]=2[CH3:39])C=C(F)C=1.[C:40]1(C)[CH:45]=CC=[CH:42][CH:41]=1>O>[CH3:39][C:30]1[N:31]=[C:32]2[N:33]([C:34](=[O:35])[C:29]=1[C:6]1[CH:7]=[CH:8][C:3]([C:1]#[N:2])=[CH:4][CH:5]=1)[C:36]1[CH:45]=[CH:40][CH:41]=[CH:42][C:37]=1[S:38]2 |f:1.2.3|. Reported procedure: This compound was prepared from Step 2 intermediate (800 mg, 2.331 mmol), 4-cyanophenylboronic acid (480 mg, 8.271 mmol), Pd[(C6H5)3P]4 (108 mg, 0.093 mmol) and Na2CO3 (1.48 g, 14.023 mol) in a mixture of toluene, ethanol and water according to the procedure described in Intermediate 3, Step 3 to afford the desired product as a light yellow solid; 1H NMR (300 MHz, DMSO-d6) δ 2.49 (s, 3H), 7.53-7.59 (m, 4H), 7.91 (d, J=7.8 Hz, 2H), 8.03-8.10 (m, 1H), 8.80-8.90 (m, 1H); ESI-MS (m/z) 318.30 (M+H)+. The reactants are BrCCCBr, O=C([O-])[O-], CN(C)C=O, CCCNC(=O)Nc1ccc(Oc2ncnc3cc(OC)c(O)cc23)cc1Cl, [K+], [K+]. The product is CCCNC(=O)Nc1ccc(Oc2ncnc3cc(OC)c(OCCCBr)cc23)cc1Cl. Reaction SMILES: [Br:35][CH2:36][CH2:37][CH2:38][Br:39].[C:29](=[O:30])([O-:31])[O-:32].[CH3:40][N:41]([CH3:42])[CH:43]=[O:44].[Cl:1][c:2]1[c:3]([NH:22][C:23](=[O:24])[NH:25][CH2:26][CH2:27][CH3:28])[cH:4][cH:5][c:6]([O:8][c:9]2[n:10][cH:11][n:12][c:13]3[cH:14][c:15]([O:20][CH3:21])[c:16]([OH:19])[cH:17][c:18]23)[cH:7]1.[K+:33].[K+:34]>>[Cl:1][c:2]1[c:3]([NH:22][C:23](=[O:24])[NH:25][CH2:26][CH2:27][CH3:28])[cH:4][cH:5][c:6]([O:8][c:9]2[n:10][cH:11][n:12][c:13]3[cH:14][c:15]([O:20][CH3:21])[c:16]([O:19][CH2:38][CH2:37][CH2:36][Br:35])[cH:17][c:18]23)[cH:7]1. Reactants: CCCCCCC, N#CCCl, [K+], [OH-], OCC(F)(F)F. Product: N#CCOCC(F)(F)F. As a reaction SMILES: [CH3:13][CH2:14][CH2:15][CH2:16][CH2:17][CH2:18][CH3:19].[Cl:9][CH2:10][C:11]#[N:12].[K+:2].[OH-:1].[OH:3][CH2:4][C:5]([F:6])([F:7])[F:8]>>[O:3]([CH2:4][C:5]([F:6])([F:7])[F:8])[CH2:10][C:11]#[N:12]. Reactants: CC1=NN(C2=NC=CC=C21)C(=O)OC(C)(C)C (3-Methyl-1 tert-butoxycarbonyl-pyrazolo[3,4-b]pyridine), BrN1C(CCC1=O)=O (N-bromosuccinimide), C(C1=CC=CC=C1)(=O)OOC(C1=CC=CC=C1)=O (benzoyl peroxide). Solvent: C(Cl)(Cl)(Cl)Cl (CCl4). Yields the product BrCC1=NN(C2=NC=CC=C21)C(=O)OC(C)(C)C (3-Bromomethyl-1 tert-butoxycarbonyl-pyrazolo[3,4-b]pyridine). Yield: 52.9%. As a reaction SMILES: [CH3:1][C:2]1[C:10]2[C:5](=[N:6][CH:7]=[CH:8][CH:9]=2)[N:4]([C:11]([O:13][C:14]([CH3:17])([CH3:16])[CH3:15])=[O:12])[N:3]=1.[Br:18]N1C(=O)CCC1=O.C(OOC(=O)C1C=CC=CC=1)(=O)C1C=CC=CC=1>C(Cl)(Cl)(Cl)Cl>[Br:18][CH2:1][C:2]1[C:10]2[C:5](=[N:6][CH:7]=[CH:8][CH:9]=2)[N:4]([C:11]([O:13][C:14]([CH3:17])([CH3:16])[CH3:15])=[O:12])[N:3]=1. Procedure details: A stirring solution of 240 mg (1.03 mmol) of 3-Methyl-1 tert-butoxycarbonyl-pyrazolo[3,4-b]pyridine, prepared as in Part B, in 10 mL of CCl4 is heated to reflux, and then a mixture of 220 mg (1.23 mmol, 1.2 equiv) of N-bromosuccinimide and 25 mg (0.10 mmol, 0.1 equiv) of benzoyl peroxide is added all at once as a solid. The resulting solution is heated at reflux for 3.5 h, then cooled to RT. The reaction mixture is filtered through a pad of Celite to remove the precipitated succinimide, and the ... The reactants are O=C([O-])O, CC(=O)O, COC(=O)CCc1ccc(OCc2ccc(C=O)cc2)cc1, ClCCCl, [Na+], Nc1nc(-c2ccccc2)cs1. Yields the product COC(=O)CCc1ccc(OCc2ccc(CNc3nc(-c4ccccc4)cs3)cc2)cc1. Reaction SMILES: [C:39](=[O:40])([O-:41])[OH:42].[CH3:35][C:36](=[O:37])[OH:38].[CH:13](=[O:14])[c:15]1[cH:16][cH:17][c:18]([CH2:19][O:20][c:21]2[cH:22][cH:23][c:24]([CH2:27][CH2:28][C:29](=[O:30])[O:31][CH3:32])[cH:25][cH:26]2)[cH:33][cH:34]1.[Cl:44][CH2:45][CH2:46][Cl:47].[Na+:43].[c:1]1(-[c:7]2[n:8][c:9]([NH2:12])[s:10][cH:11]2)[cH:2][cH:3][cH:4][cH:5][cH:6]1>>[c:1]1(-[c:7]2[n:8][c:9]([NH:12][CH2:13][c:15]3[cH:16][cH:17][c:18]([CH2:19][O:20][c:21]4[cH:22][cH:23][c:24]([CH2:27][CH2:28][C:29](=[O:30])[O:31][CH3:32])[cH:25][cH:26]4)[cH:33][cH:34]3)[s:10][cH:11]2)[cH:2][cH:3][cH:4][cH:5][cH:6]1.